This data is from the Open Reaction Database (ORD), a public repository of structured organic reaction records. The task is: describe an organic reaction: reactants, conditions, products, and yield Starting materials: N1(N=NC2=C1C=CC=C2)OC=2C=1N=CN([C@H]3C[C@H](O[Si](C)(C)C(C)(C)C)[C@@H](CO[Si](C)(C)C(C)(C)C)O3)C1N=CN2 (O6-(Benzotriazol-1-yl)-3′,5′-bis-O-(tert-butyldimethylsilyl)-2′-deoxyinosine), C(=O)([O-])[O-].[Cs+].[Cs+] (Cs2CO3), [Si](C)(C)(C(C)(C)C)O[C@H]1C[C@@H](O[C@@H]1CO[Si](C)(C)C(C)(C)C)N1C=NC=2C(OC)=NC=NC12 (3′,5′-bis-O-(tert-butyldimethylsilyl)-O6-methyl-2′-deoxyinosine). The solvent is CCO (EtOH). The product is ethyl, [Si](C)(C)(C(C)(C)C)O[C@H]1C[C@@H](O[C@@H]1CO[Si](C)(C)C(C)(C)C)N1C=NC=2C(OCC)=NC=NC12 (3′,5′-Bis-O-(tert-butyldimethylsilyl)-O6-ethyl-2′-deoxyinosine). The yield is 95.0%. RXN SMILES: [Si:1]([O:8][C@@H:9]1[C@@H:13]([CH2:14][O:15][Si:16]([C:19]([CH3:22])([CH3:21])[CH3:20])([CH3:18])[CH3:17])[O:12][C@@H:11]([N:23]2[C:33]3[N:32]=[CH:31][N:30]=[C:27]([O:28][CH3:29])[C:26]=3[N:25]=[CH:24]2)[CH2:10]1)([C:4]([CH3:7])([CH3:6])[CH3:5])([CH3:3])[CH3:2].N1(OC2C3N=CN(C=3N=CN=2)[C@@H]2O[C@H](CO[Si](C(C)(C)C)(C)C)[C@@H](O[Si](C(C)(C)C)(C)C)C2)C2C=CC=C[C:37]=2N=N1.C([O-])([O-])=O.[Cs+].[Cs+]>CCO>[Si:1]([O:8][C@@H:9]1[C@@H:13]([CH2:14][O:15][Si:16]([C:19]([CH3:20])([CH3:21])[CH3:22])([CH3:18])[CH3:17])[O:12][C@@H:11]([N:23]2[C:33]3[N:32]=[CH:31][N:30]=[C:27]([O:28][CH2:29][CH3:37])[C:26]=3[N:25]=[CH:24]2)[CH2:10]1)([C:4]([CH3:6])([CH3:7])[CH3:5])([CH3:3])[CH3:2] |f:2.3.4|. Procedure details: As described for the synthesis of 3′,5′-bis-O-(tert-butyldimethylsilyl)-O6-methyl-2′-deoxyinosine, the ethyl derivative was prepared by a reaction between O6-(benzotriazol-1-yl)-3′,5′-bis-O-(tert-butyldimethylsilyl)-2′-deoxyinosine (26) (59.8 mg, 0.100 mmol) and EtOH (1 mL) in the presence of Cs2CO3 (65.2 mg, 0.200 mmol) over 1 h. Chromatographic purification (SiO2, elution with 20% EtOAc in hexanes) afforded 48.2 mg (95% yield) of the title compound as a clear gum. Rf (20% EtOAc in hexanes)=0.1... Starting materials: C(C)(C)(C)OC(=O)NCC1CN(CCC1)CCCC1=CC=CC=C1 (N-tert-butoxycarbonyl-[1-(3-phenylpropan-1-yl)piperidin-3-ylmethyl]amine), Cl (hydrochloric acid). Solvent: CO (methanol). Reaction conditions: time 3 hour. Yields the product Cl.Cl.C1(=CC=CC=C1)CCCN1CC(CCC1)CN (1-(3-phenylpropan-1-yl)piperidin-3-ylmethylamine dihydrochloride). RXN SMILES: C(OC([NH:8][CH2:9][CH:10]1[CH2:15][CH2:14][CH2:13][N:12]([CH2:16][CH2:17][CH2:18][C:19]2[CH:24]=[CH:23][CH:22]=[CH:21][CH:20]=2)[CH2:11]1)=O)(C)(C)C.[ClH:25]>CO>[ClH:25].[ClH:25].[C:19]1([CH2:18][CH2:17][CH2:16][N:12]2[CH2:13][CH2:14][CH2:15][CH:10]([CH2:9][NH2:8])[CH2:11]2)[CH:20]=[CH:21][CH:22]=[CH:23][CH:24]=1 |f:3.4.5|. Reported procedure: In 50 ml of methanol was dissolved 8.902 g of N-tert-butoxycarbonyl-[1-(3-phenylpropan-1-yl)piperidin-3-ylmethyl]amine, followed by addition of 10 ml of concentrated hydrochloric acid, and the mixture was stirred at room temperature for 3 hours. This reaction mixture was concentrated to provide the title compound.